From a dataset of the Open Reaction Database (ORD), a public repository of structured organic reaction records. describe an organic reaction: reactants, conditions, products, and yield Starting materials: C1(=CC=CC=C1)P(C1=CC=CC=C1)C1=CC=CC=C1 (triphenylphosphine), CCOC(=O)/N=N/C(=O)OCC (diethylazodicarboxylate), BrC1=C(C(=CC(=C1)[N+](=O)[O-])CCO)O (2-Bromo-6-(2-hydroxyethyl)-4-nitrophenol). Solvent: O1CCCC1 (tetrahydrofuran), O1CCCC1 (tetrahydrofuran). Conditions: time 3 hour. The product is BrC1=CC(=CC=2CCOC21)[N+](=O)[O-] (7-Bromo-5-nitro-2,3-dihydrobenzofuran). Isolated yield 68.8%. RXN SMILES: [Br:1][C:2]1[CH:7]=[C:6]([N+:8]([O-:10])=[O:9])[CH:5]=[C:4]([CH2:11][CH2:12]O)[C:3]=1[OH:14].C1(P(C2C=CC=CC=2)C2C=CC=CC=2)C=CC=CC=1.CCOC(/N=N/C(OCC)=O)=O>O1CCCC1>[Br:1][C:2]1[C:3]2[O:14][CH2:12][CH2:11][C:4]=2[CH:5]=[C:6]([N+:8]([O-:10])=[O:9])[CH:7]=1. Reported procedure: 2-Bromo-6-(2-hydroxyethyl)-4-nitrophenol (3.12 g) was dissolved in tetrahydrofuran (20 ml) and was added dropwise to a cooled (0° C.) solution of triphenylphosphine (4.03 g) and diethylazodicarboxylate (2.43 ml) in tetrahydrofuran (30 ml). The mixture was stirred for 3 h and the solvent was removed in vacuo. The residue was purified on silica using 15% ethyl acetate in hexane as eluent to afford the title compound as a white crystalline solid (2 g). 1H NMR (250 MHz, CDCl3) δ 3.43 (2H, t, J=8.7 H... Starting materials: CCOCC, Cl, CC(C)(C)OC(=O)N1CCN(CCCCN2C(=O)CCC(=O)c3ccccc32)CC1. The product is O=C1CCC(=O)N(CCCCN2CCNCC2)c2ccccc21. As a reaction SMILES: [CH3:32][CH2:33][O:34][CH2:35][CH3:36].[ClH:31].[O:1]=[C:2]1[N:3]([CH2:14][CH2:15][CH2:16][CH2:17][N:18]2[CH2:19][CH2:20][N:21]([C:24]([O:25][C:26]([CH3:27])([CH3:28])[CH3:29])=[O:30])[CH2:22][CH2:23]2)[c:4]2[c:5]([cH:10][cH:11][cH:12][cH:13]2)[C:6](=[O:9])[CH2:7][CH2:8]1>>[O:1]=[C:2]1[N:3]([CH2:14][CH2:15][CH2:16][CH2:17][N:18]2[CH2:19][CH2:20][NH:21][CH2:22][CH2:23]2)[c:4]2[c:5]([cH:10][cH:11][cH:12][cH:13]2)[C:6](=[O:9])[CH2:7][CH2:8]1. The reactants are C(C)(C)N(CC)C(C)C (diisopropylethylamine), ClC1=C(C=CC=C1)S(=O)(=O)Cl (2-chlorobenzenesulfonyl chloride), C(C1=CC=CC=C1)OC=1C=C(C=CC1)O (3-Benzyloxyphenol). Run in C(Cl)Cl (methylene chloride), C(Cl)Cl (methylene chloride). Yields the product ClC1=C(C=CC=C1)S(=O)(=O)O (2-Chlorobenzenesulfonic acid). The yield is 185.2%. As a reaction SMILES: C([O:8]C1C=C(O)C=CC=1)C1C=CC=CC=1.C(N(C(C)C)CC)(C)C.[Cl:25][C:26]1[CH:31]=[CH:30][CH:29]=[CH:28][C:27]=1[S:32](Cl)(=[O:34])=[O:33]>C(Cl)Cl>[Cl:25][C:26]1[CH:31]=[CH:30][CH:29]=[CH:28][C:27]=1[S:32]([OH:34])(=[O:8])=[O:33]. Procedure: 3-Benzyloxyphenol (2.97 g, 15 mmol), as prepared in the preceding step, in methylene chloride (50 mL) was treated with diisopropylethylamine (2 mL) and 2-chlorobenzenesulfonyl chloride (3.27 g, 15.5 mmol) at 0° C. for 2 h and at room temperature for 2 h. The reaction mixture was diluted with 200 mL of methylene chloride, washed sequentially with saturated NaHCO3 (2×50 mL) and brine (2×50 mL), and dried over Na2SO4. The solvent was removed in vacuo and the residue was purified by flash column chr...